From a dataset of the Open Reaction Database (ORD), a public repository of structured organic reaction records. describe an organic reaction: reactants, conditions, products, and yield Starting materials: [Li]CCCC (n-BuLi), C(C)(C)(C)[Si](C1=CC=CC=C1)(C1=CC=CC=C1)OCCCCCCCCCCCCCC#C (tert-butyl(pentadec-14-ynyloxy)diphenylsilane), C=O (paraformaldehyde). Run in C1CCOC1 (THF), C1CCOC1 (THF). Run at temperature -50 celsius, time 30 minute. The product is [Si](C1=CC=CC=C1)(C1=CC=CC=C1)(C(C)(C)C)OCCCCCCCCCCCCCC#CCO (16-(tert-butyldiphenylsilyloxy)hexadec-2-yn-1-ol). The yield is 67.5%. RXN SMILES: [Li]CCCC.[C:6]([Si:10]([O:23][CH2:24][CH2:25][CH2:26][CH2:27][CH2:28][CH2:29][CH2:30][CH2:31][CH2:32][CH2:33][CH2:34][CH2:35][CH2:36][C:37]#[CH:38])([C:17]1[CH:22]=[CH:21][CH:20]=[CH:19][CH:18]=1)[C:11]1[CH:16]=[CH:15][CH:14]=[CH:13][CH:12]=1)([CH3:9])([CH3:8])[CH3:7].[CH2:39]=[O:40]>C1COCC1>[Si:10]([O:23][CH2:24][CH2:25][CH2:26][CH2:27][CH2:28][CH2:29][CH2:30][CH2:31][CH2:32][CH2:33][CH2:34][CH2:35][CH2:36][C:37]#[C:38][CH2:39][OH:40])([C:6]([CH3:9])([CH3:8])[CH3:7])([C:17]1[CH:22]=[CH:21][CH:20]=[CH:19][CH:18]=1)[C:11]1[CH:16]=[CH:15][CH:14]=[CH:13][CH:12]=1. Procedure details: n-BuLi (2.5 M solution in hexanes, 1.29 g, 8 mL, 20.24 mmol) was added to a stirring, −40° C. solution of tert-butyl(pentadec-14-ynyloxy)diphenylsilane (8.5 g, 18.40 mmol) in THF (175 mL) under an argon atmosphere. After 30 min, the reaction mixture was gradually warmed over 3 h to −10° C., held at this temperature for 20 min, then re-cooled to −50° C. Then, a solution of paraformaldehyde (3.05 g, 92.2 mmol) in THF (30 mL) was cannulated into the stirring reaction mixture. After 30 min, the temp... The reactants are ClCCC(=O)N1C2=C(N(C(C3=C1C=CC=C3)=O)CC)C=CC=C2 (5-(3-chloro-propionyl)-5,10-dihydro-10-ethyl-11H-dibenzo[b,e][1,4]diazepin-11-one), CC1NCCCC1 (2-methyl-piperidine). Solvent: C(C)(C)O (isopropanol). Yields the product Cl.C(C)N1C2=C(N(C3=C(C1=O)C=CC=C3)C(CCN3C(CCCC3)C)=O)C=CC=C2 (5,10-Dihydro-10-ethyl-5-[3-(2-methyl-piperidino)-propionyl]-11H-dibenzo[b,e][1,4]diazepin-11-one hydrochloride). Reaction SMILES: [Cl:1][CH2:2][CH2:3][C:4]([N:6]1[C:12]2[CH:13]=[CH:14][CH:15]=[CH:16][C:11]=2[C:10](=[O:17])[N:9]([CH2:18][CH3:19])[C:8]2[CH:20]=[CH:21][CH:22]=[CH:23][C:7]1=2)=[O:5].[CH3:24][CH:25]1[CH2:30][CH2:29][CH2:28][CH2:27][NH:26]1>C(O)(C)C>[ClH:1].[CH2:18]([N:9]1[C:10](=[O:17])[C:11]2[CH:16]=[CH:15][CH:14]=[CH:13][C:12]=2[N:6]([C:4](=[O:5])[CH2:3][CH2:2][N:26]2[CH2:27][CH2:28][CH2:29][CH2:30][CH:25]2[CH3:24])[C:7]2[CH:23]=[CH:22][CH:21]=[CH:20][C:8]1=2)[CH3:19] |f:3.4|. Procedure details: 6.6 gm (0.02 mol) of 5-(3-chloro-propionyl)-5,10-dihydro-10-ethyl-11H-dibenzo[b,e][1,4]diazepin-11-one (m.p. 133°-134° C.) and 5 gm (0.05 mol) of 2-methyl-piperidine were refluxed in 100 ml of isopropanol for 2 hours. The reaction mixture was evaporated in vacuo, the residue was dissolved in methylene chloride, and the solution was washed with water. After evaporation of the solvent, the residue was dissolved in hot acetone, and the calculated amount of hydrochloric acid was added. Reactants: solution, C(C)(C)(C)OC(=O)N[C@H](C(=O)OCC1=CC=CC=C1)CC(C[N+](=O)[O-])=O (benzyl 2(S)-tert-butoxycarbonylamino-5-nitro-4-oxopentanoate), [Cl-].[NH4+] (ammonium chloride). Run in O1CCCC1 (tetrahydrofuran), O1CCCC1 (tetrahydrofuran). Run at temperature -78 celsius, time 1 hour. Product: C(C)(C)(C)OC(=O)N[C@H](C(=O)OCC1=CC=CC=C1)C[C@H](C[N+](=O)[O-])O (Benzyl 2(S)-tert-butoxycarbonylamino-4(R)-hydroxy-5-nitropentanoate). Reaction SMILES: [C:1]([O:5][C:6]([NH:8][C@@H:9]([CH2:20][C:21](=[O:26])[CH2:22][N+:23]([O-:25])=[O:24])[C:10]([O:12][CH2:13][C:14]1[CH:19]=[CH:18][CH:17]=[CH:16][CH:15]=1)=[O:11])=[O:7])([CH3:4])([CH3:3])[CH3:2].[Cl-].[NH4+]>O1CCCC1>[C:1]([O:5][C:6]([NH:8][C@@H:9]([CH2:20][C@@H:21]([OH:26])[CH2:22][N+:23]([O-:25])=[O:24])[C:10]([O:12][CH2:13][C:14]1[CH:19]=[CH:18][CH:17]=[CH:16][CH:15]=1)=[O:11])=[O:7])([CH3:4])([CH3:2])[CH3:3] |f:1.2|. Procedure: A solution of 11.3 g (30.8 mmol) of benzyl 2(S)-tert-butoxycarbonylamino-5-nitro-4-oxopentanoate in 300 ml of tetrahydrofuran is cooled to −78° C., 30.8 ml of a 1M solution of L-Selectrideo in tetrahydrofuran are added dropwise, and the mixture is stirred at −78° C. for 1 h. After warming to RT, a saturated ammonium chloride solution is cautiously added to the solution. The reaction solution is concentrated, and the residue is taken up in water and ethyl acetate. The aqueous phase is extracted t... The reactants are B(Br)(Br)Br (boron tribromide), C(=O)C1=C(C=C(C#N)C=C1)OC (4-formyl-3-methoxybenzonitrile), C([O-])(O)=O.[Na+] (sodium bicarbonate). The solvent is ClCCl (dichloromethane), ClCCl (dichloromethane). The product is C(=O)C1=C(C=C(C#N)C=C1)O (4-Formyl-3-hydroxybenzonitrile). As a reaction SMILES: B(Br)(Br)Br.[CH:5]([C:7]1[CH:14]=[CH:13][C:10]([C:11]#[N:12])=[CH:9][C:8]=1[O:15]C)=[O:6].C(=O)(O)[O-].[Na+]>ClCCl>[CH:5]([C:7]1[CH:14]=[CH:13][C:10]([C:11]#[N:12])=[CH:9][C:8]=1[OH:15])=[O:6] |f:2.3|. Procedure: 100 ml of a boron tribromide solution in dichloromethane (1 M, 100 mmol) are added dropwise to a solution of 8 g (49.64 mmol) of 4-formyl-3-methoxybenzonitrile in 80 ml of anhydrous dichloromethane at −78° C. under an argon atmosphere. The reaction mixture is stirred at RT until the precursor has completely reacted (about 5 days). The reaction solution is then neutralized at 0° C. with saturated sodium bicarbonate solution. The phases are separated and the organic phase is washed with saturated ... Starting materials: CCS(=O)(=O)Nc1ccc(OC2CCN(C(=O)OC(C)(C)C)CC2)cc1, CC(=Cc1cccc(C#N)c1)CCCOC(=O)[O-], C1CCOC1, c1ccc(P(c2ccccc2)c2ccccc2)cc1. The product is CCS(=O)(=O)N(CC(C)=Cc1cccc(C#N)c1)c1ccc(OC2CCN(C(=O)OC(C)(C)C)CC2)cc1. As a reaction SMILES: [C:19]([CH3:20])([CH3:21])([CH3:22])[O:23][C:24](=[O:25])[N:26]1[CH2:27][CH2:28][CH:29]([O:32][c:33]2[cH:34][cH:35][c:36]([NH:39][S:40](=[O:41])(=[O:42])[CH2:43][CH3:44])[cH:37][cH:38]2)[CH2:30][CH2:31]1.[C:1](=[O:2])([O-:3])[O:4][CH2:17][CH2:18][CH2:5][C:6](=[CH:7][c:8]1[cH:9][c:10]([C:14]#[N:15])[cH:11][cH:12][cH:13]1)[CH3:16].[O:64]1[CH2:65][CH2:66][CH2:67][CH2:68]1.[c:45]1([P:46]([c:47]2[cH:48][cH:49][cH:50][cH:51][cH:52]2)[c:53]2[cH:54][cH:55][cH:56][cH:57][cH:58]2)[cH:59][cH:60][cH:61][cH:62][cH:63]1>>[CH2:5]([C:6](=[CH:7][c:8]1[cH:9][c:10]([C:14]#[N:15])[cH:11][cH:12][cH:13]1)[CH3:16])[N:39]([c:36]1[cH:35][cH:34][c:33]([O:32][CH:29]2[CH2:28][CH2:27][N:26]([C:24]([O:23][C:19]([CH3:20])([CH3:21])[CH3:22])=[O:25])[CH2:31][CH2:30]2)[cH:38][cH:37]1)[S:40](=[O:41])(=[O:42])[CH2:43][CH3:44]. Starting materials: Cl.ClC1=CC=C(C=C1)C1CCNCC1 (4-(4-chlorophenyl)piperidine hydrochloride), C(C1=CC=CC=C1)(=O)C(C(=O)O)(CCC)N (benzoyl-2-aminopentanoic acid), ClC1=CC=C(C=C1)C1(CCNCC1)O (4-(4-chlorophenyl)-4-hydroxypiperidine), C(C1=CC=CC=C1)(=O)NC(C(C)C)C(=O)O (benzoyl-DL-valine). The product is ClC1=CC=C(C=C1)C1(CCN(CC1)C(C(CCC)NC(C1=CC=CC=C1)=O)=O)O (N-(1-(4-(4-Chlorophenyl)-4-hydroxypiperidin-1-yl)-1-oxopentan-2-yl)benzamide). As a reaction SMILES: [C:1](C(N)(CCC)C(O)=O)(=O)C1C=CC=CC=1.[Cl:17][C:18]1[CH:23]=[CH:22][C:21]([C:24]2([OH:30])[CH2:29][CH2:28][NH:27][CH2:26][CH2:25]2)=[CH:20][CH:19]=1.[C:31]([NH:39][CH:40]([C:44]([OH:46])=O)[CH:41]([CH3:43])C)(=[O:38])[C:32]1[CH:37]=[CH:36][CH:35]=[CH:34][CH:33]=1.Cl.ClC1C=CC(C2CCNCC2)=CC=1>>[Cl:17][C:18]1[CH:23]=[CH:22][C:21]([C:24]2([OH:30])[CH2:25][CH2:26][N:27]([C:44](=[O:46])[CH:40]([NH:39][C:31](=[O:38])[C:32]3[CH:33]=[CH:34][CH:35]=[CH:36][CH:37]=3)[CH2:41][CH2:43][CH3:1])[CH2:28][CH2:29]2)=[CH:20][CH:19]=1 |f:3.4|. Reported procedure: Example 216 was prepared in a similar manner as described for the preparation of Example 208 with the exceptions that benzoyl-2-aminopentanoic acid and 4-(4-chlorophenyl)-4-hydroxypiperidine were substituted for benzoyl-DL-valine and 4-(4-chlorophenyl)piperidine hydrochloride, respectively. MS found: (M+H)+=415. Reactants: OC=1C=C(NC=C2C(OC(OC2=O)(C)C)=O)C=CC1OC (5-((3-hydroxy-4-methoxyanilino)methylene)-2,2-dimethyl-1,3-dioxane-4,6-dione), Cl.ClCCCN1CCOCC1 (4-(3-chloropropyl)morpholine hydrochloride), C([O-])([O-])=O.[K+].[K+] (potassium carbonate). The reagents and catalysts are [I-].[K+] (potassium iodide). The solvent is CN(C)C=O (DMF). Conditions: temperature 60 celsius, time 2 hour. Product: O1CCN(CC1)CCCOC=1C=C(NC=C2C(OC(OC2=O)(C)C)=O)C=CC1OC (5-((3-(3-morpholinopropoxy)-4-methoxyanilino)methylene)-2,2-dimethyl-1,3-dioxane-4,6-dione). As a reaction SMILES: [OH:1][C:2]1[CH:3]=[C:4]([CH:17]=[CH:18][C:19]=1[O:20][CH3:21])[NH:5][CH:6]=[C:7]1[C:12](=[O:13])[O:11][C:10]([CH3:15])([CH3:14])[O:9][C:8]1=[O:16].Cl.Cl[CH2:24][CH2:25][CH2:26][N:27]1[CH2:32][CH2:31][O:30][CH2:29][CH2:28]1.C(=O)([O-])[O-].[K+].[K+]>CN(C=O)C.[I-].[K+]>[O:30]1[CH2:31][CH2:32][N:27]([CH2:26][CH2:25][CH2:24][O:1][C:2]2[CH:3]=[C:4]([CH:17]=[CH:18][C:19]=2[O:20][CH3:21])[NH:5][CH:6]=[C:7]2[C:12](=[O:13])[O:11][C:10]([CH3:14])([CH3:15])[O:9][C:8]2=[O:16])[CH2:28][CH2:29]1 |f:1.2,3.4.5,7.8|. Procedure details: A solution of 5-((3-hydroxy-4-methoxyanilino)methylene)-2,2-dimethyl-1,3-dioxane-4,6-dione, (prepared as described for the starting material in Example 3), 4-(3-chloropropyl)morpholine hydrochloride (680 mg, 3.57 mmol), (J. Amer. Chem. Soc. 1945, 67, 736), in DMF (25 ml) containing potassium carbonate (940 mg, 7.48 mmol) and potassium iodide (56 mg, 0.34 mmol) was stirred at 60° C. for 2 hours. The mixture was partitioned between ethyl acetate and water. The organic layer was separated, washed w... The reactants are COC(=O)C(N)COCc1ccc(-c2ccccc2)cc1, COC(=O)C(COCc1ccc(-c2ccccc2)cc1)NC(=O)c1ccc(-c2ccc(C(F)(F)F)cc2)cc1, Cl, O=C(O)c1ccc(-c2ccc(C(F)(F)F)cc2)cc1. Product: O=C(NC(COCc1ccc(-c2ccccc2)cc1)C(=O)O)c1ccc(-c2ccc(C(F)(F)F)cc2)cc1. Reaction SMILES: [CH3:2][O:3][C:4](=[O:5])[CH:6]([NH2:7])[CH2:8][O:9][CH2:10][c:11]1[cH:12][cH:13][c:14](-[c:15]2[cH:16][cH:17][cH:18][cH:19][cH:20]2)[cH:21][cH:22]1.[CH3:42][O:43][C:44]([CH:45]([CH2:46][O:47][CH2:48][c:49]1[cH:50][cH:51][c:52](-[c:55]2[cH:56][cH:57][cH:58][cH:59][cH:60]2)[cH:53][cH:54]1)[NH:61][C:62](=[O:63])[c:64]1[cH:65][cH:66][c:67](-[c:70]2[cH:71][cH:72][c:73]([C:76]([F:77])([F:78])[F:79])[cH:74][cH:75]2)[cH:68][cH:69]1)=[O:80].[ClH:1].[F:23][C:24]([F:25])([F:26])[c:27]1[cH:28][cH:29][c:30](-[c:31]2[cH:32][cH:33][c:34]([C:35]([OH:36])=[O:37])[cH:38][cH:39]2)[cH:40][cH:41]1>>[O:43]=[C:44]([CH:45]([CH2:46][O:47][CH2:48][c:49]1[cH:50][cH:51][c:52](-[c:55]2[cH:56][cH:57][cH:58][cH:59][cH:60]2)[cH:53][cH:54]1)[NH:61][C:62](=[O:63])[c:64]1[cH:65][cH:66][c:67](-[c:70]2[cH:71][cH:72][c:73]([C:76]([F:77])([F:78])[F:79])[cH:74][cH:75]2)[cH:68][cH:69]1)[OH:80]. Reactants: FC1=CC(=C(C=C1)CCO)[N+](=O)[O-] (2-(4-fluoro-2-nitro-phenyl)-ethanol), C1(=CC=CC=C1)P(C1=CC=CC=C1)C1=CC=CC=C1 (triphenylphosphine), C(Br)(Br)(Br)Br (Carbon tetrabromide). Run in C(Cl)Cl (methylene chloride), C(Cl)Cl (methylene chloride). Run at temperature 0 celsius, time 8 hour. Yields the product BrCCC1=C(C=C(C=C1)F)[N+](=O)[O-] (1-(2-Bromo-ethyl)-4-fluoro-2-nitro-benzene). Yield: 88.0%. RXN SMILES: [F:1][C:2]1[CH:7]=[CH:6][C:5]([CH2:8][CH2:9]O)=[C:4]([N+:11]([O-:13])=[O:12])[CH:3]=1.C1(P(C2C=CC=CC=2)C2C=CC=CC=2)C=CC=CC=1.C(Br)(Br)(Br)[Br:34]>C(Cl)Cl>[Br:34][CH2:9][CH2:8][C:5]1[CH:6]=[CH:7][C:2]([F:1])=[CH:3][C:4]=1[N+:11]([O-:13])=[O:12]. Procedure details: To a solution of 2-(4-fluoro-2-nitro-phenyl)-ethanol (20.7, 0.11 mole) in methylene chloride (500 mL) was added triphenylphosphine (30.0 g, 0.11 mole) and the mixture was cooled to 0° C. Carbon tetrabromide (40.0 g, 0.12 mole) in methylene chloride (100 mL) was added dropwise through an addition funnel. The reaction mixture was stirred at room temperature overnight. The solvent was removed in vacuo and the residue purified by flash column chromatography (silica gel, ethyl acetate:hexanes 3:7) to...